From a dataset of the Open Reaction Database (ORD), a public repository of structured organic reaction records. describe an organic reaction: reactants, conditions, products, and yield Starting materials: CCOC(C)=O, Cc1ccccc1, CC(C)(C)OC(=O)N1C(CC2CCCCC2)C(C=O)OC1(C)C, BrC1CC1, [Cl-], [Mg], [NH4+], C1CCOC1. Yields the product CC(C)(C)OC(=O)N1C(CC2CCCCC2)C(C(O)C2CC2)OC1(C)C. Reaction SMILES: [CH3:36][CH2:37][O:38][C:39](=[O:40])[CH3:41].[CH3:42][c:43]1[cH:44][cH:45][cH:46][cH:47][cH:48]1.[CH:1]1([CH2:7][CH:8]2[N:9]([C:17](=[O:18])[O:19][C:20]([CH3:21])([CH3:22])[CH3:23])[C:10]([CH3:15])([CH3:16])[O:11][CH:12]2[CH:13]=[O:14])[CH2:2][CH2:3][CH2:4][CH2:5][CH2:6]1.[CH:24]1([Br:27])[CH2:25][CH2:26]1.[Cl-:29].[Mg:28].[NH4+:30].[O:31]1[CH2:32][CH2:33][CH2:34][CH2:35]1>>[CH:1]1([CH2:7][CH:8]2[N:9]([C:17](=[O:18])[O:19][C:20]([CH3:21])([CH3:22])[CH3:23])[C:10]([CH3:15])([CH3:16])[O:11][CH:12]2[CH:13]([OH:14])[CH:24]2[CH2:25][CH2:26]2)[CH2:2][CH2:3][CH2:4][CH2:5][CH2:6]1.